Dataset: the Open Reaction Database (ORD), a public repository of structured organic reaction records. Task: describe an organic reaction: reactants, conditions, products, and yield The reactants are C=Cc1cc(CCCC2CN(Cc3ccc(C(C)(C)C)cc3)C(=O)N2C)ccc1OC(C)(C)C(=O)OC, CCO. Product: CCc1cc(CCCC2CN(Cc3ccc(C(C)(C)C)cc3)C(=O)N2C)ccc1OC(C)(C)C(=O)OC. RXN SMILES: [CH3:1][O:2][C:3]([C:4]([CH3:5])([CH3:6])[O:7][c:8]1[c:9]([CH:35]=[CH2:36])[cH:10][c:11]([CH2:14][CH2:15][CH2:16][CH:17]2[N:18]([CH3:34])[C:19](=[O:33])[N:20]([CH2:22][c:23]3[cH:24][cH:25][c:26]([C:29]([CH3:30])([CH3:31])[CH3:32])[cH:27][cH:28]3)[CH2:21]2)[cH:12][cH:13]1)=[O:37].[CH3:38][CH2:39][OH:40]>>[CH3:1][O:2][C:3]([C:4]([CH3:5])([CH3:6])[O:7][c:8]1[c:9]([CH2:35][CH3:36])[cH:10][c:11]([CH2:14][CH2:15][CH2:16][CH:17]2[N:18]([CH3:34])[C:19](=[O:33])[N:20]([CH2:22][c:23]3[cH:24][cH:25][c:26]([C:29]([CH3:30])([CH3:31])[CH3:32])[cH:27][cH:28]3)[CH2:21]2)[cH:12][cH:13]1)=[O:37]. Starting materials: CO, Cc1cc(F)ccc1C#N, [Na+], [OH-]. Yields the product Cc1cc(F)ccc1C(=O)O. Reaction SMILES: [CH3:13][OH:14].[F:1][c:2]1[cH:3][c:4]([CH3:10])[c:5]([C:6]#[N:7])[cH:8][cH:9]1.[Na+:12].[OH-:11]>>[F:1][c:2]1[cH:3][c:4]([CH3:10])[c:5]([C:6](=[O:11])[OH:14])[cH:8][cH:9]1. The reactants are CC(C)(C)c1ccc(N)cc1, C1CCOC1, COC(=O)CCc1cc(C)c(-c2cc3ccc(C(=O)O)cc3[nH]2)c(C)c1, CCN=C=NCCCN(C)C, On1nnc2ccccc21. The product is COC(=O)CCc1cc(C)c(-c2cc3ccc(C(=O)Nc4ccc(C(C)(C)C)cc4)cc3[nH]2)c(C)c1. Reaction SMILES: [C:27]([CH3:28])([CH3:29])([CH3:30])[c:31]1[cH:32][cH:33][c:34]([NH2:35])[cH:36][cH:37]1.[CH2:59]1[O:60][CH2:61][CH2:62][CH2:63]1.[CH3:1][O:2][C:3](=[O:4])[CH2:5][CH2:6][c:7]1[cH:8][c:9]([CH3:26])[c:10](-[c:14]2[nH:15][c:16]3[cH:17][c:18]([C:23](=[O:24])[OH:25])[cH:19][cH:20][c:21]3[cH:22]2)[c:11]([CH3:13])[cH:12]1.[CH3:38][CH2:39][N:40]=[C:41]=[N:42][CH2:43][CH2:44][CH2:45][N:46]([CH3:47])[CH3:48].[OH:49][n:50]1[c:51]2[c:52]([cH:53][cH:54][cH:55][cH:56]2)[n:57][n:58]1>>[CH3:1][O:2][C:3](=[O:4])[CH2:5][CH2:6][c:7]1[cH:8][c:9]([CH3:26])[c:10](-[c:14]2[nH:15][c:16]3[cH:17][c:18]([C:23](=[O:24])[NH:35][c:34]4[cH:33][cH:32][c:31]([C:27]([CH3:28])([CH3:29])[CH3:30])[cH:37][cH:36]4)[cH:19][cH:20][c:21]3[cH:22]2)[c:11]([CH3:13])[cH:12]1. RXN SMILES: [C:20](=[O:21])([OH:22])[O-:23].[CH3:25][CH2:26][OH:27].[N+:1](=[O:2])([O-:3])[c:4]1[cH:5][n:6][cH:7][cH:8][c:9]1[Cl:10].[NH2:11][c:12]1[cH:13][cH:14][c:15]([CH2:16][OH:17])[cH:18][cH:19]1.[Na+:24]>>[N+:1](=[O:2])([O-:3])[c:4]1[cH:5][n:6][cH:7][cH:8][c:9]1[NH:11][c:12]1[cH:13][cH:14][c:15]([CH2:16][OH:17])[cH:18][cH:19]1. Yields the product O=[N+]([O-])c1cnccc1Nc1ccc(CO)cc1. Starting materials: O=C([O-])O, CCO, O=[N+]([O-])c1cnccc1Cl, Nc1ccc(CO)cc1, [Na+]. Starting materials: COc1cc2c(c3c1OC(C)(C)C3)C(c1ccn(CC(=O)OC(C)(C)C)c(=O)c1)=NC(C)(C)C2, Cl. The product is Cl, COc1cc2c(c3c1OC(C)(C)C3)C(c1ccn(CC(=O)O)c(=O)c1)=NC(C)(C)C2. RXN SMILES: [CH3:1][C:2]([CH3:3])([CH3:4])[O:5][C:6]([CH2:7][n:8]1[c:9](=[O:33])[cH:10][c:11]([C:14]2=[N:15][C:16]([CH3:31])([CH3:32])[CH2:17][c:18]3[cH:19][c:20]([O:29][CH3:30])[c:21]4[c:22]([c:23]32)[CH2:24][C:25]([CH3:27])([CH3:28])[O:26]4)[cH:12][cH:13]1)=[O:34].[ClH:35]>>[ClH:35].[O:5]=[C:6]([CH2:7][n:8]1[c:9](=[O:33])[cH:10][c:11]([C:14]2=[N:15][C:16]([CH3:31])([CH3:32])[CH2:17][c:18]3[cH:19][c:20]([O:29][CH3:30])[c:21]4[c:22]([c:23]32)[CH2:24][C:25]([CH3:27])([CH3:28])[O:26]4)[cH:12][cH:13]1)[OH:34]. The reactants are C(C)(C)(C)[Si](O[C@@H](C[C@H]1[C@](O1)(CCC[C@@H](CO[Si](C)(C)C(C)(C)C)C)COS(=O)(=O)C)\C(=C\C=1N=C(SC1)C)\C)(C)C (Methanesulfonic acid (2S,3S)-3-[(E)-(S)-2-(tert-butyl-dimethyl-silanyloxy)-3-methyl-4-(2-methyl-thiazol-4-yl)-but-3-enyl]-2-[(S)-5-(tert-butyl-dimethyl-silanyloxy)-4-methyl-pentyl]-oxiranylmethyl ester), C12(C(=O)CC(CC1)C2(C)C)CS(=O)(=O)O (10-camphorsulfonic acid), C(=O)(O)[O-].[Na+] (NaHCO3), CC(C)(C)OC (TBME). Run in C(Cl)Cl (CH2Cl2), CO (CH3OH). Reaction conditions: temperature 0 celsius, time 1 hour. Product: C(C)(C)(C)[Si](O[C@@H](C[C@H]1[C@](O1)(CCC[C@@H](CO)C)COS(=O)(=O)C)\C(=C\C=1N=C(SC1)C)\C)(C)C (Methanesulfonic acid (2S,3S)-3-[(E)(S)-2-(tert-butyl-dimethyl-silanyloxy)-3-methyl-4-(2-methyl-thiazol-4-yl)-but-3-enyl]-2-((S)-5-hydroxy-4-methyl-pentyl)-oxiranylmethyl ester). Yield: 99.6%. Reaction SMILES: [C:1]([Si:5]([CH3:42])([CH3:41])[O:6][C@H:7](/[C:32](/[CH3:40])=[CH:33]/[C:34]1[N:35]=[C:36]([CH3:39])[S:37][CH:38]=1)[CH2:8][C@@H:9]1[O:11][C@:10]1([CH2:26][O:27][S:28]([CH3:31])(=[O:30])=[O:29])[CH2:12][CH2:13][CH2:14][C@H:15]([CH3:25])[CH2:16][O:17][Si](C(C)(C)C)(C)C)([CH3:4])([CH3:3])[CH3:2].C12(CS(O)(=O)=O)C(C)(C)C(CC1)CC2=O.C([O-])(O)=O.[Na+].CC(OC)(C)C>C(Cl)Cl.CO>[C:1]([Si:5]([CH3:42])([CH3:41])[O:6][C@H:7](/[C:32](/[CH3:40])=[CH:33]/[C:34]1[N:35]=[C:36]([CH3:39])[S:37][CH:38]=1)[CH2:8][C@@H:9]1[O:11][C@:10]1([CH2:26][O:27][S:28]([CH3:31])(=[O:29])=[O:30])[CH2:12][CH2:13][CH2:14][C@H:15]([CH3:25])[CH2:16][OH:17])([CH3:2])([CH3:3])[CH3:4] |f:2.3|. Procedure details: The crude TBDMS ether XVI (3.79 g, 5.7 mmol) was dissolved in a mixture of CH2Cl2 and CH3OH (1:1 v/v) (140 ml) and treated at 0° C. with 1.33 g (5.73 mmol) of 10-camphorsulfonic acid. The reaction mixture was stirred for 1 h at 0° C. After completion of the deprotection 20 ml of saturated aqueous NaHCO3 were added along with 20 ml of TBME. The layers were separated and the aqueous layer was extracted with TBME (2×20 mL). The combined organic layers were washed with saturated aqueous NaHCO3 (2×20...